Dataset: the Open Reaction Database (ORD), a public repository of structured organic reaction records. Task: describe an organic reaction: reactants, conditions, products, and yield Reactants: FC1=C2C(=CNC2=C(C=C1)/C(=N/[H])/NO)CCC(=O)OCC (Ethyl 3-{4-fluoro-7-[(Z)-(hydroxyamino)(imino)methyl]-1H-indol-3-yl}propanoate), C=1C=CC2=C(C1)N=NN2O (HOBT), CCN=C=NCCCN(C)C (EDCI), CC(C)OC1=C(C=C(C=N1)C(=O)O)C(F)(F)F (6-[(1-methylethyl)oxy]-5-(trifluoromethyl)-3-pyridinecarboxylic acid), CCCC[N+](CCCC)(CCCC)CCCC.[F-] (TBAF). Run in C1CCOC1 (THF), C1CCOC1 (THF). Conditions: time 2 hour. The product is FC1=C2C(=CNC2=C(C=C1)C1=NOC(=N1)C=1C=NC(=C(C1)C(F)(F)F)OC(C)C)CCC(=O)OCC (Ethyl 3-(4-fluoro-7-{5-[6-[(1-methylethyl)oxy]-5-(trifluoromethyl)-3-pyridinyl]-1,2,4-oxadiazol-3-yl}-1H-indol-3-yl)propanoate). The yield is 60.4%. As a reaction SMILES: C1C=CC2N(O)N=NC=2C=1.CCN=C=NCCCN(C)C.[CH3:22][CH:23]([O:25][C:26]1[N:31]=[CH:30][C:29]([C:32]([OH:34])=O)=[CH:28][C:27]=1[C:35]([F:38])([F:37])[F:36])[CH3:24].[F:39][C:40]1[CH:48]=[CH:47][C:46](/[C:49](/[NH:52]O)=[N:50]/[H])=[C:45]2[C:41]=1[C:42]([CH2:54][CH2:55][C:56]([O:58][CH2:59][CH3:60])=[O:57])=[CH:43][NH:44]2.CCCC[N+](CCCC)(CCCC)CCCC.[F-]>C1COCC1>[F:39][C:40]1[CH:48]=[CH:47][C:46]([C:49]2[N:52]=[C:32]([C:29]3[CH:30]=[N:31][C:26]([O:25][CH:23]([CH3:22])[CH3:24])=[C:27]([C:35]([F:38])([F:37])[F:36])[CH:28]=3)[O:34][N:50]=2)=[C:45]2[C:41]=1[C:42]([CH2:54][CH2:55][C:56]([O:58][CH2:59][CH3:60])=[O:57])=[CH:43][NH:44]2 |f:4.5|. Reported procedure: HOBT (161 mg) and EDCI (203 mg) were added to a solution of 6-[(1-methylethyl)oxy]-5-(trifluoromethyl)-3-pyridinecarboxylic acid (132 mg) in THF (4 mL). The resulting solution was stirred for 2 hours. Ethyl 3-{4-fluoro-7-[(Z)-(hydroxyamino)(imino)methyl]-1H-indol-3-yl}propanoate (D45) (210 mg) in THF (4 mL) was added, and the reaction mixture was stirred at RT overnight. TBAF (770 mg) was then added. The reaction vessel was sealed and heated in Biotage Initiator using initial normal to 120° C. f... The reactants are Nc1ccc([N+](=O)[O-])cn1, CCOC=C(S(=O)(=O)c1ccccc1)S(=O)(=O)c1ccccc1. Yields the product O=[N+]([O-])c1ccc(NC=C(S(=O)(=O)c2ccccc2)S(=O)(=O)c2ccccc2)nc1. Reaction SMILES: [NH2:1][c:2]1[n:3][cH:4][c:5]([N+:8](=[O:9])[O-:10])[cH:6][cH:7]1.[c:11]1([S:17](=[O:18])(=[O:19])[C:20](=[CH:21][O:22][CH2:23][CH3:24])[S:25](=[O:26])(=[O:27])[c:28]2[cH:29][cH:30][cH:31][cH:32][cH:33]2)[cH:12][cH:13][cH:14][cH:15][cH:16]1>>[NH:1]([c:2]1[n:3][cH:4][c:5]([N+:8](=[O:9])[O-:10])[cH:6][cH:7]1)[CH:21]=[C:20]([S:17]([c:11]1[cH:12][cH:13][cH:14][cH:15][cH:16]1)(=[O:18])=[O:19])[S:25](=[O:26])(=[O:27])[c:28]1[cH:29][cH:30][cH:31][cH:32][cH:33]1. Starting materials: Cc1ccccc1, O=C(O)Cc1c(Cl)cccc1Cl, O=S(Cl)Cl. Yields the product O=C(Cl)Cc1c(Cl)cccc1Cl. As a reaction SMILES: [CH3:17][c:18]1[cH:19][cH:20][cH:21][cH:22][cH:23]1.[Cl:5][c:6]1[c:7]([CH2:13][C:14](=[O:15])[OH:16])[c:8]([Cl:12])[cH:9][cH:10][cH:11]1.[S:1]([Cl:2])([Cl:3])=[O:4]>>[Cl:3][C:14]([CH2:13][c:7]1[c:6]([Cl:5])[cH:11][cH:10][cH:9][c:8]1[Cl:12])=[O:16]. The reactants are CCOC(=O)c1nc(-c2ccc3c(c2)N(C(C)=O)CCO3)sc1N(C)CCOc1ccccc1, O=C([O-])O, CCO, CCOC(C)=O, Cl, [Na+]. Product: CCOC(=O)c1nc(-c2ccc3c(c2)NCCO3)sc1N(C)CCOc1ccccc1. As a reaction SMILES: [C:1](=[O:2])([CH3:3])[N:4]1[c:5]2[c:6]([cH:10][cH:11][c:12](-[c:14]3[s:15][c:16]([N:24]([CH2:25][CH2:26][O:27][c:28]4[cH:29][cH:30][cH:31][cH:32][cH:33]4)[CH3:34])[c:17]([C:19](=[O:20])[O:21][CH2:22][CH3:23])[n:18]3)[cH:13]2)[O:7][CH2:8][CH2:9]1.[C:39](=[O:40])([OH:41])[O-:42].[CH3:35][CH2:36][OH:37].[CH3:44][CH2:45][O:46][C:47]([CH3:48])=[O:49].[ClH:38].[Na+:43]>>[NH:4]1[c:5]2[c:6]([cH:10][cH:11][c:12](-[c:14]3[s:15][c:16]([N:24]([CH2:25][CH2:26][O:27][c:28]4[cH:29][cH:30][cH:31][cH:32][cH:33]4)[CH3:34])[c:17]([C:19](=[O:20])[O:21][CH2:22][CH3:23])[n:18]3)[cH:13]2)[O:7][CH2:8][CH2:9]1. Reactants: C(C1=CC=CC=C1)OC=1C=NC=C(C1CO[Si](C)(C)C(C)(C)C)OCC1=CC=CC=C1 (3,5-bis(benzyloxy)-4-((tert-butyldimethylsilyloxy)methyl)pyridine). The reagents and catalysts are [Pd] (Pd/C). The solvent is CCOC(=O)C.CCO (EtOAc EtOH). Run at time 2 hour. Product: [Si](C)(C)(C(C)(C)C)OCC1=C(C=NC=C1O)O (4-((tert-butyldimethylsilyloxy)methyl)pyridine-3,5-diol). Reaction SMILES: C([O:8][C:9]1[CH:10]=[N:11][CH:12]=[C:13]([O:24]CC2C=CC=CC=2)[C:14]=1[CH2:15][O:16][Si:17]([C:20]([CH3:23])([CH3:22])[CH3:21])([CH3:19])[CH3:18])C1C=CC=CC=1>CCOC(C)=O.CCO.[Pd]>[Si:17]([O:16][CH2:15][C:14]1[C:9]([OH:8])=[CH:10][N:11]=[CH:12][C:13]=1[OH:24])([C:20]([CH3:23])([CH3:22])[CH3:21])([CH3:19])[CH3:18] |f:1.2|. Procedure details: To 3,5-bis(benzyloxy)-4-((tert-butyldimethylsilyloxy)methyl)pyridine (720 mg, 1.66 mmol, 1 eq.) in a mixture of EtOAc/EtOH (5/2, 28 mL) was added Pd/C (400.0 mg). The mixture was charged with H2 (60 psi), stirred at rt for 2 h, filtered, and concentrated to give 4-((tert-butyldimethylsilyloxy)methyl)pyridine-3,5-diol as a yellow solid. 1H NMR (400 MHz, CDCl3) δ 7.54 (s, 2H), 4.91 (s, 2H), 0.73 (s, 9H), −0.00 (s, 6H). LRMS (M+H) m/z 256.1. Reactants: C(C)(C)(C)N1C(C2=C(C=C3N2CCC=2C=C(C(=CC32)[C@H]3[C@@H](OC(O3)(C)C)C(=O)OCC)OC)CC(CC1)(C)C)=O ((4R,5S)-ethyl 5-(9-tert-butyl-12,12-dimethyl-3-methoxy-5,6,10,11,12,13-hexahydroazocino[4′,3′:4,5]pyrrolo[2,1-a]isoquinolin-8(9H)-on-2-yl)-2,2-dimethyl-1,3-dioxolane-4-carboxylate), C1CC(=O)N(C1=O)Br (NBS), O (water). The solvent is CN(C)C=O (DMF). Run at time 1 hour. Yields the product C(C)(C)(C)N1C(C2=C(C(=C3N2CCC=2C=C(C(=CC32)[C@H]3[C@@H](OC(O3)(C)C)C(=O)OCC)OC)Br)CCCC1)=O ((4R,5S)-ethyl 5-(9-tert-butyl-14-bromo-3-methoxy-5,6,10,11,12,13-hexahydroazocino[4′,3′:4,5]pyrrolo[2,1-a]isoquinolin-8(9H)-on-2-yl)-2,2-dimethyl-1,3-dioxolane-4-carboxylate). The yield is 104.1%. As a reaction SMILES: [C:1]([N:5]1[CH2:37][CH2:36][C:35](C)(C)[CH2:34][C:8]2[CH:9]=[C:10]3[C:19]4[CH:18]=[C:17]([C@@H:20]5[O:24][C:23]([CH3:26])([CH3:25])[O:22][C@H:21]5[C:27]([O:29][CH2:30][CH3:31])=[O:28])[C:16]([O:32][CH3:33])=[CH:15][C:14]=4[CH2:13][CH2:12][N:11]3[C:7]=2[C:6]1=[O:40])([CH3:4])([CH3:3])[CH3:2].C1C(=O)N([Br:48])C(=O)C1.O>CN(C=O)C>[C:1]([N:5]1[CH2:37][CH2:36][CH2:35][CH2:34][C:8]2[C:9]([Br:48])=[C:10]3[C:19]4[CH:18]=[C:17]([C@@H:20]5[O:24][C:23]([CH3:26])([CH3:25])[O:22][C@H:21]5[C:27]([O:29][CH2:30][CH3:31])=[O:28])[C:16]([O:32][CH3:33])=[CH:15][C:14]=4[CH2:13][CH2:12][N:11]3[C:7]=2[C:6]1=[O:40])([CH3:4])([CH3:3])[CH3:2]. Procedure details: A solution of 0.95 g of 21d in 10 ml of DMF was treated with 0.32 g of NBS. The reaction was stirred for 1 hr and then poured into water and extracted with ethyl acetate. The extract was washed with water, dried and concentrated and the product filtered through silica gel (using a gradient of heptane-ethylacetate as eluent), to provide 1.08 gr of 21e; LC-MS-ESI: [M+1] 603.13, 605.13. NMR (CDCl3) δ 8.57 and 6.70 (2×s, 2, Ar—H), 5.51 (d, 1, CHO), 4.20 (m, 2, CHO and ethyl ester), 1.25 (t, 3, ethyl... The reactants are COC(=O)C=O, Cc1ccccc1, O, COC(=O)c1ccc(CCCNCC(O)c2ccccc2)s1. The product is COC(=O)c1ccc(CCCN2CC(c3ccccc3)OC2C(=O)OC)s1. RXN SMILES: [C:23]([CH:24]=[O:25])(=[O:26])[O:27][CH3:28].[CH3:30][c:31]1[cH:32][cH:33][cH:34][cH:35][cH:36]1.[OH2:29].[OH:1][CH:2]([CH2:3][NH:4][CH2:5][CH2:6][CH2:7][c:8]1[cH:9][cH:10][c:11]([C:13](=[O:14])[O:15][CH3:16])[s:12]1)[c:17]1[cH:18][cH:19][cH:20][cH:21][cH:22]1>>[O:1]1[CH:2]([c:17]2[cH:18][cH:19][cH:20][cH:21][cH:22]2)[CH2:3][N:4]([CH2:5][CH2:6][CH2:7][c:8]2[cH:9][cH:10][c:11]([C:13](=[O:14])[O:15][CH3:16])[s:12]2)[CH:24]1[C:23](=[O:26])[O:27][CH3:28]. Reactants: CN1CC2=C(NC=3C=CC(=CC23)C)CC1 (2,8-dimethyl-2,3,4,5-tetrahydro-1H-pyrido[4,3-b]indole), BrC1=C(C=CC=C1)N(C)C ((2-bromo-phenyl)-dimethyl-amine), [O-]P(=O)([O-])[O-].[K+].[K+].[K+] (K3PO4), N1[C@H](C(=O)O)CCC1 (L-Proline). The reagents and catalysts are [Cu]I (CuI). The solvent is O (water), CN(C)C=O (DMF). The product is CN1CC2=C(N(C=3C=CC(=CC23)C)C2=C(C=CC=C2)N(C)C)CC1 ([2-(2,8-dimethyl-1,2,3,4-tetrahydro-pyrido[4,3-b]indol-5-yl)-phenyl]-dimethyl-amine). The yield is 6.3%. RXN SMILES: [CH3:1][N:2]1[CH2:15][CH2:14][C:5]2[NH:6][C:7]3[CH:8]=[CH:9][C:10]([CH3:13])=[CH:11][C:12]=3[C:4]=2[CH2:3]1.Br[C:17]1[CH:22]=[CH:21][CH:20]=[CH:19][C:18]=1[N:23]([CH3:25])[CH3:24].[O-]P([O-])([O-])=O.[K+].[K+].[K+].N1CCC[C@H]1C(O)=O>CN(C=O)C.O.[Cu]I>[CH3:1][N:2]1[CH2:15][CH2:14][C:5]2[N:6]([C:17]3[CH:22]=[CH:21][CH:20]=[CH:19][C:18]=3[N:23]([CH3:25])[CH3:24])[C:7]3[CH:8]=[CH:9][C:10]([CH3:13])=[CH:11][C:12]=3[C:4]=2[CH2:3]1 |f:2.3.4.5|. Procedure: A solution of 2,8-dimethyl-2,3,4,5-tetrahydro-1H-pyrido[4,3-b]indole (0.2 g, 1 mmol), (2-bromo-phenyl)-dimethyl-amine (600 mg, 3 mmol), K3PO4 (636 mg, 3 mmol), L-Proline (69 mg, 0.6 mmol) and CuI (57 mg, 0.3 mmol) in dry DMF (4 mL) was stirred at 150° C. for 16 h. The reaction mixture was cooled to RT, diluted with water and extracted with EtOAc. The organic layer was dried over anhydrous sodium sulfate and concentrated under reduced pressure to afford crude material, which was purified by colum... Reactants: OC[C@@H]1N(CCC1)CCC=1OC(=O)C2=CC=CC(=C2C1)C ((R)-3-[2-(2-hydroxymethylpyrrolidin-1-yl)ethyl]-5-methylisocoumarin), Cl (hydrochloride). Product: Cl.OC[C@@H]1N(CCC1)CCC=1OC(=O)C2=CC=CC(=C2C1)C ((R)-3-[2-(2-hydroxymethylpyrrolidin-1-yl)ethyl]-5-methylisocoumarin hydrochloride). As a reaction SMILES: [OH:1][CH2:2][C@H:3]1[CH2:7][CH2:6][CH2:5][N:4]1[CH2:8][CH2:9][C:10]1[O:11][C:12]([C:14]2[C:19]([CH:20]=1)=[C:18]([CH3:21])[CH:17]=[CH:16][CH:15]=2)=[O:13].[ClH:22]>>[ClH:22].[OH:1][CH2:2][C@H:3]1[CH2:7][CH2:6][CH2:5][N:4]1[CH2:8][CH2:9][C:10]1[O:11][C:12]([C:14]2[C:19]([CH:20]=1)=[C:18]([CH3:21])[CH:17]=[CH:16][CH:15]=2)=[O:13] |f:2.3|. Procedure: Using a known method, (R)-3-[2-(2-hydroxymethylpyrrolidin-1-yl)ethyl]-5-methylisocoumarin was converted to a hydrochloride to give (R)-3-[2-(2-hydroxymethylpyrrolidin-1-yl)ethyl]-5-methylisocoumarin hydrochloride. 1H-NMR (DMSO-d6) δ: 1.70-2.18 (4H, m), 2.47 (3H, s), 3.08-3.22 (3H, m), 3.60-3.85 (5H, m), 5.51 (1H, brs), 6.82 (1H, s), 7.47 (1H, t, J=8 Hz), 7.69 (1H, d, J=7 Hz), 7.99 (1H, d, J=8 Hz), 10.31 (1H, brs) Reactants: Br, O=C([O-])O, CCCc1c2c(c(OC)c3c(=O)cc(C(=O)O)oc13)CCCC2, [Na+]. Product: CCCc1c2c(c(O)c3c(=O)cc(C(=O)O)oc13)CCCC2. Reaction SMILES: [BrH:29].[C:24](=[O:25])([OH:26])[O-:27].[CH3:1][O:2][c:3]1[c:4]2[c:9]([c:10]([CH2:21][CH2:22][CH3:23])[c:11]3[o:12][c:13]([C:18](=[O:19])[OH:20])[cH:14][c:15](=[O:17])[c:16]13)[CH2:8][CH2:7][CH2:6][CH2:5]2.[Na+:28]>>[OH:2][c:3]1[c:4]2[c:9]([c:10]([CH2:21][CH2:22][CH3:23])[c:11]3[o:12][c:13]([C:18](=[O:19])[OH:20])[cH:14][c:15](=[O:17])[c:16]13)[CH2:8][CH2:7][CH2:6][CH2:5]2.